Dataset: the Open Reaction Database (ORD), a public repository of structured organic reaction records. Task: describe an organic reaction: reactants, conditions, products, and yield Reactants: CC(Cc1ccc(OCC(=O)O)cc1)N(CCO)CC(O)c1csc(C(F)(F)F)n1, CCOC(C)=O, CO, C1CCOC1. Product: CC(Cc1ccc(OCCO)cc1)N(CCO)CC(O)c1csc(C(F)(F)F)n1. As a reaction SMILES: [C:1](=[O:2])([OH:3])[CH2:4][O:5][c:6]1[cH:7][cH:8][c:9]([CH2:12][CH:13]([CH3:14])[N:15]([CH2:16][CH:17]([c:18]2[n:19][c:20]([C:23]([F:24])([F:25])[F:26])[s:21][cH:22]2)[OH:27])[CH2:28][CH2:29][OH:30])[cH:10][cH:11]1.[C:33]([O:34][CH2:35][CH3:36])(=[O:37])[CH3:38].[CH3:31][OH:32].[O:39]1[CH2:40][CH2:41][CH2:42][CH2:43]1>>[CH2:1]([OH:2])[CH2:4][O:5][c:6]1[cH:7][cH:8][c:9]([CH2:12][CH:13]([CH3:14])[N:15]([CH2:16][CH:17]([c:18]2[n:19][c:20]([C:23]([F:24])([F:25])[F:26])[s:21][cH:22]2)[OH:27])[CH2:28][CH2:29][OH:30])[cH:10][cH:11]1. The reactants are O (water), FC(C(=O)O)(F)F (trifluoroacetic acid), C(C)[SiH](CC)CC (triethylsilane), COCOC1=C2C(N(C(C2=C(C=C1)I)=O)C(C)(C1=CC=CC=C1)C)O (4-methoxymethoxy-3-hydroxy-7-iodo-2-(1-methyl-1-phenylethyl)isoindolinone). Solvent: [N+](=O)([O-])C (nitromethane). Reaction conditions: time 30 minute. The product is COCOC1=C2CN(C(C2=C(C=C1)I)=O)C(C)(C1=CC=CC=C1)C (4-methoxymethoxy-7-iodo-2-(1-methyl-1-phenylethyl)isoindolinone). The yield is 84.2%. As a reaction SMILES: [CH3:1][O:2][CH2:3][O:4][C:5]1[CH:13]=[CH:12][C:11]([I:14])=[C:10]2[C:6]=1[CH:7](O)[N:8]([C:16]([CH3:24])([C:18]1[CH:23]=[CH:22][CH:21]=[CH:20][CH:19]=1)[CH3:17])[C:9]2=[O:15].FC(F)(F)C(O)=O.C([SiH](CC)CC)C.O>[N+](C)([O-])=O>[CH3:1][O:2][CH2:3][O:4][C:5]1[CH:13]=[CH:12][C:11]([I:14])=[C:10]2[C:6]=1[CH2:7][N:8]([C:16]([CH3:24])([C:18]1[CH:23]=[CH:22][CH:21]=[CH:20][CH:19]=1)[CH3:17])[C:9]2=[O:15]. Procedure details: In a similar manner to Step 4 of Example 16, 4-methoxymethoxy-3-hydroxy-7-iodo-2-(1-methyl-1-phenylethyl)isoindolinone (1.15 g, 2.54 mmol) was dissolved in nitromethane (58 mL), and the solution was added with trifluoroacetic acid (1.20 mL, 7.62 mmol) and triethylsilane (0.587 mL, 7.62 mmol), followed by stirring at room temperature for 30 minutes. The reaction mixture was added with water and extracted with ethyl acetate. The organic layer was washed with saturated aqueous sodium hydrogencarbon... The reactants are CC1=NC=CC(=N1)N (2-methyl-4-amino-pyrimidine), C[Al](C)C (trimethylaluminium), S(=O)(=O)([O-])[O-].[Na+].[Na+] (sodium sulfate), C(C)OC(=O)C=1N=C(SC1N(CC1CC1)C(=O)OCC1CC1)C (5-(Cyclopropylmethoxycarbonyl-(cyclopropylmethyl)-amino)-2-methyl-thiazole-4-carboxylic acid ethyl ester). Solvent: O1CCOCC1 (dioxane), O (water). Run at time 1 hour. The product is C1(CC1)COC(N(C1=C(N=C(S1)C)C(NC1=NC(=NC=C1)C)=O)CC1CC1)=O (cyclopropylmethyl-[2-methyl-4-(2-methyl-pyrimidin-4-ylcarbamoyl)-thiazol-5-yl]-carbamic acid cyclopropylmethyl ester). Isolated yield 62.9%. RXN SMILES: [CH3:1][C:2]1[N:7]=[C:6]([NH2:8])[CH:5]=[CH:4][N:3]=1.C[Al](C)C.C([O:15][C:16]([C:18]1[N:19]=[C:20]([CH3:35])[S:21][C:22]=1[N:23]([C:28]([O:30][CH2:31][CH:32]1[CH2:34][CH2:33]1)=[O:29])[CH2:24][CH:25]1[CH2:27][CH2:26]1)=O)C.S([O-])([O-])(=O)=O.[Na+].[Na+]>O1CCOCC1.O>[CH:32]1([CH2:31][O:30][C:28](=[O:29])[N:23]([CH2:24][CH:25]2[CH2:27][CH2:26]2)[C:22]2[S:21][C:20]([CH3:35])=[N:19][C:18]=2[C:16](=[O:15])[NH:8][C:6]2[CH:5]=[CH:4][N:3]=[C:2]([CH3:1])[N:7]=2)[CH2:33][CH2:34]1 |f:3.4.5|. Procedure: A solution of 2-methyl-4-amino-pyrimidine (0.184 g, 1.68 mmol) in 10 ml dry dioxane was treated at 0° C. with trimethylaluminium (2M in hexane, 0.84 ml, 1.68 mmol). The mixture was stirred at room temperature for 1 h. 5-(Cyclopropylmethoxycarbonyl-(cyclopropylmethyl)-amino)-2-methyl-thiazole-4-carboxylic acid ethyl ester (0.135 g, 0.40 mmol) was added and the reaction mixture was refluxed for 4 h. 1 ml water and 2 g sodium sulfate were sequentially added and filtered. The filtrate was evaporated... The reactants are CCC(C)=O, CCO, N#Cc1[nH]cnc1N, O=C=Nc1ccccc1, Cc1ccccc1. The product is N#Cc1[nH]cnc1NC(=O)Nc1ccccc1. RXN SMILES: [CH2:18]([C:19]([CH3:20])=[O:21])[CH3:22].[CH2:30]([OH:31])[CH3:32].[NH2:1][c:2]1[n:3][cH:4][nH:5][c:6]1[C:7]#[N:8].[O:9]=[C:10]=[N:11][c:12]1[cH:13][cH:14][cH:15][cH:16][cH:17]1.[c:23]1([CH3:24])[cH:25][cH:26][cH:27][cH:28][cH:29]1>>[NH:1]([c:2]1[n:3][cH:4][nH:5][c:6]1[C:7]#[N:8])[C:10](=[O:9])[NH:11][c:12]1[cH:13][cH:14][cH:15][cH:16][cH:17]1. The reactants are C(C)(=O)C1=CC=C(C=C1)SC=1SC(=CC1)C1(CN(CC1)CC(F)(F)F)OC (3-[2-(4-acetylphenylthio)thien-5-yl]-3-methoxy-1-(2,2,2-trifluoroethyl)pyrrolidine), Cl.NO (hydroxylamine hydrochloride). Product: ON=C(C)C1=CC=C(C=C1)SC=1SC(=CC1)C1(CN(CC1)CC(F)(F)F)OC (3-{2-[4-(1-hydroxyiminoethyl)phenylthio]thien-5-yl}-3-methoxy-1-(2,2,2-trifluoroethyl)pyrrolidine). Isolated yield 63.0%. RXN SMILES: [C:1]([C:4]1[CH:9]=[CH:8][C:7]([S:10][C:11]2[S:12][C:13]([C:16]3([O:26][CH3:27])[CH2:20][CH2:19][N:18]([CH2:21][C:22]([F:25])([F:24])[F:23])[CH2:17]3)=[CH:14][CH:15]=2)=[CH:6][CH:5]=1)(=O)[CH3:2].Cl.[NH2:29][OH:30]>>[OH:30][N:29]=[C:1]([C:4]1[CH:9]=[CH:8][C:7]([S:10][C:11]2[S:12][C:13]([C:16]3([O:26][CH3:27])[CH2:20][CH2:19][N:18]([CH2:21][C:22]([F:25])([F:24])[F:23])[CH2:17]3)=[CH:14][CH:15]=2)=[CH:6][CH:5]=1)[CH3:2] |f:1.2|. Procedure: Using an analogous procedure to that described in Example 27, 3-[2-(4-acetylphenylthio)thien-5-yl]-3-methoxy-1-(2,2,2-trifluoroethyl)pyrrolidine was reacted with hydroxylamine hydrochloride to give 3-{2-[4-(1-hydroxyiminoethyl)phenylthio]thien-5-yl}-3-methoxy-1-(2,2,2-trifluoroethyl)pyrrolidine as a gum in 63% yield. The reactants are ClC1=C(CC=2C(=NNC2N)C)C=CC=C1Cl (4-(2,3-dichlorobenzyl)-3-methyl-1H-pyrazol-5-amine), O=C(CC(=O)OCC)C1=CC=NC=C1 (ethyl 3-oxo-3-(pyridin-4-yl)propanoate), C(C)(=O)O (acetic acid). Yields the product C(C)(=O)OC1=CC(=NC=2N1N=C(C2CC2=C(C(=CC=C2)Cl)Cl)C)C2=CC=NC=C2 (3-(2,3-dichlorobenzyl)-2-methyl-5-(pyridin-4-yl)pyrazolo[1,5-a]pyrimidin-7-ol acetate). The yield is 60.0%. Reaction SMILES: [Cl:1][C:2]1[C:15]([Cl:16])=[CH:14][CH:13]=[CH:12][C:3]=1[CH2:4][C:5]1[C:6]([CH3:11])=[N:7][NH:8][C:9]=1[NH2:10].O=[C:18]([C:25]1[CH:30]=[CH:29][N:28]=[CH:27][CH:26]=1)[CH2:19][C:20]([O:22][CH2:23][CH3:24])=O.C(O)(=[O:33])C>>[C:23]([O:22][C:20]1[N:8]2[N:7]=[C:6]([CH3:11])[C:5]([CH2:4][C:3]3[CH:12]=[CH:13][CH:14]=[C:15]([Cl:16])[C:2]=3[Cl:1])=[C:9]2[N:10]=[C:18]([C:25]2[CH:30]=[CH:29][N:28]=[CH:27][CH:26]=2)[CH:19]=1)(=[O:33])[CH3:24]. Procedure: A mixture of 4-(2,3-dichlorobenzyl)-3-methyl-1H-pyrazol-5-amine (1.21 g, 4.72 mmol), ethyl 3-oxo-3-(pyridin-4-yl)propanoate (1.004 g, 5.195 mmol) in acetic acid (50 mL) was stirred under reflux overnight. After cooled to room temperature, the mixture was concentrated. The residue was diluted with ethyl acetate (20 mL). The resulting precipitate was filtered, washed with ethyl acetate, dried in vacuo to give the titled product (1.266 g, 60%); LC/MS: MS (ES+) m/e 385 (MH+); 1H NMR (300 MHz, DMSO-d... Starting materials: C1(=CC=CC=C1)C(C1=CC=CC=C1)OC(=O)C1C(=C(S[C@H]2N1C([C@H]2C(CC2=CC=CC=C2)=O)=O)N)CC2=CC=C(O2)C(=O)OC(C2=CC=CC=C2)C2=CC=CC=C2 (3-(5-diphenylmethoxycarbonyl-furfuryl)-7β-phenylacetyl-amino-ceph-2-em-4ξ-carboxylic acid diphenylmethyl ester), C1(=CC=CC=C1)OC (anisol), FC(C(=O)O)(F)F (trifluoroacetic acid). Solvent: C1(=CC=CC=C1)C (toluene). Conditions: time 10 minute. Product: C(=O)(O)C1=CC=C(CC2=C(S[C@H]3N(C2C(=O)O)C([C@H]3C(CC3=CC=CC=C3)=O)=O)N)O1 (3-(5-carboxy-furfuryl)-7β-phenylacetyl-amino-ceph-2-em-4ξ-carboxylic acid). RXN SMILES: C1(C([O:14][C:15]([CH:17]2[N:22]3[C:23](=[O:34])[C@@H:24]([C:25](=[O:33])[CH2:26][C:27]4[CH:32]=[CH:31][CH:30]=[CH:29][CH:28]=4)[C@H:21]3[S:20][C:19]([NH2:35])=[C:18]2[CH2:36][C:37]2[O:41][C:40]([C:42]([O:44]C(C3C=CC=CC=3)C3C=CC=CC=3)=[O:43])=[CH:39][CH:38]=2)=[O:16])C2C=CC=CC=2)C=CC=CC=1.C1(OC)C=CC=CC=1.FC(F)(F)C(O)=O>C1(C)C=CC=CC=1>[C:42]([C:40]1[O:41][C:37]([CH2:36][C:18]2[CH:17]([C:15]([OH:16])=[O:14])[N:22]3[C:23](=[O:34])[C@@H:24]([C:25](=[O:33])[CH2:26][C:27]4[CH:32]=[CH:31][CH:30]=[CH:29][CH:28]=4)[C@H:21]3[S:20][C:19]=2[NH2:35])=[CH:38][CH:39]=1)([OH:44])=[O:43]. Procedure details: A mixture of 0.550 g of 3-(5-diphenylmethoxycarbonyl-furfuryl)-7β-phenylacetyl-amino-ceph-2-em-4ξ-carboxylic acid diphenylmethyl ester and 0.380 g of anisol is treated with 10 ml of trifluoroacetic acid and left to stand for 10 minutes at room temperature. The mixture is diluted with an equal volume of toluene and evaporated under reduced pressure. The residue is partitioned between ethyl acetate and a 10% aqueous dipotassium hydrogen phosphate solution (pH 7.8). The layers are separated, the aq... Reactants: O=C([O-])O, CCOC(=O)N1C(=O)c2ccccc2C1=O, Cl, NC1CCC(O)CC1, [Na+], C1CCOC1, O. Yields the product O=C1c2ccccc2C(=O)N1C1CCC(O)CC1. As a reaction SMILES: [C:10](=[O:11])([OH:12])[O-:13].[C:15]([N:16]1[C:21](=[O:30])[c:22]2[c:23]([cH:26][cH:27][cH:28][cH:29]2)[C:24]1=[O:25])([O:17][CH2:18][CH3:19])=[O:20].[ClH:1].[NH2:2][CH:3]1[CH2:4][CH2:5][CH:6]([OH:9])[CH2:7][CH2:8]1.[Na+:14].[O:31]1[CH2:32][CH2:33][CH2:34][CH2:35]1.[OH2:36]>>[N:2]1([CH:3]2[CH2:4][CH2:5][CH:6]([OH:9])[CH2:7][CH2:8]2)[C:21](=[O:30])[c:22]2[c:23]([cH:26][cH:27][cH:28][cH:29]2)[C:24]1=[O:25]. RXN SMILES: [C:1]([O:5][C:6](=[O:15])[NH:7][C:8]1([C:11](=[O:14])[C:12]#[CH:13])[CH2:10][CH2:9]1)([CH3:4])([CH3:3])[CH3:2].[NH:16]([CH3:18])[CH3:17]>>[C:1]([O:5][C:6](=[O:15])[NH:7][C:8]1([C:11](=[O:14])/[CH:12]=[CH:13]/[N:16]([CH3:18])[CH3:17])[CH2:10][CH2:9]1)([CH3:4])([CH3:2])[CH3:3]. The reactants are C(C)(C)(C)OC(NC1(CC1)C(C#C)=O)=O ((1-Propynoyl-cyclopropyl)-carbamic acid tert-butyl ester), N(C)C (Me2NH). Yield: 67.4%. Yields the product C(C)(C)(C)OC(NC1(CC1)C(\C=C\N(C)C)=O)=O ([1-((E)-3-Dimethylamino-acryloyl)-cyclopropyl]-carbamic acid tert-butyl ester). Procedure details: (1-Propynoyl-cyclopropyl)-carbamic acid tert-butyl ester (2.2 g, 10.5 mmol) was dissolved in a solution of Me2NH (2 M in THF, 21 mL, 42 mmol) at 0° C. The reaction mixture was stirred at room temperature for 2 h and then the volatiles were removed in vacuo to give a crude solid. The solid was purified by washing with n-pentane and Et2O to give 1.8 g of the title compound as a yellow solid, m/z 255.36 [M+1]+. Reaction conditions: time 2 hour. Starting materials: [O-]C#N.[Na+] (sodium cyanate), C(N)(=S)NC1=CC=C(C=C1)[C@@H](C(=O)OC)C ((S)-methyl 2-[4-(carbamothioylamino)phenyl]propanoate), NC1=CC=C(C=C1)C(C(=O)OC)C (methyl 2-(4-aminophenyl)propanoate). Product: C(N)(=O)NC1=CC=C(C=C1)C(C(=O)OC)C (methyl 2-[4-(carbamoylamino)phenyl]propanoate), solid. Isolated yield 65.0%. Reaction SMILES: [C:1]([NH:4][C:5]1[CH:10]=[CH:9][C:8]([C@H:11]([CH3:16])[C:12]([O:14][CH3:15])=[O:13])=[CH:7][CH:6]=1)(=S)[NH2:2].NC1C=CC(C(C)C(OC)=[O:26])=CC=1.[O-]C#N.[Na+]>>[C:1]([NH:4][C:5]1[CH:10]=[CH:9][C:8]([CH:11]([CH3:16])[C:12]([O:14][CH3:15])=[O:13])=[CH:7][CH:6]=1)(=[O:26])[NH2:2] |f:2.3|. Reported procedure: Following the same procedure described for (S)-methyl 2-[4-(carbamothioylamino)phenyl]propanoate and starting from methyl 2-(4-aminophenyl)propanoate (98 mmol) and sodium cyanate (128 mmol), after workup methyl 2-[4-(carbamoylamino)phenyl]propanoate was isolated as white solid (65%). 1H-NMR (CDCl3): δ 8.90 (bs, 1H, CONH), 7.55 (d, 2H, J=7 Hz), 7.20 (d, 2H, J=7 Hz), 6.50 (bs, 2H, CONH2), 3.75 (m, 1H), 3.60 (s, 3H), 1.50 (d, 3H, J=7 Hz).